This data is from the Open Reaction Database (ORD), a public repository of structured organic reaction records. The task is: describe an organic reaction: reactants, conditions, products, and yield Starting materials: C(C1=CC=CC=C1)OC1=CC=C(OCCCCCCCCCCC(=O)OCC)C=C1 (ethyl 11-(p-benzyloxyphenoxy)undecanoate), O1CCOCC1 (1,4-dioxane), [H][H] (hydrogen). Reagents/catalysts: [C].[Pd] (palladium-carbon). The solvent is C(C)O (ethanol). Run at temperature 60 celsius, time 3 hour. Yields the product OC1=CC=C(OCCCCCCCCCCC(=O)OCC)C=C1 (ethyl 11-(p-hydroxyphenoxy)undecanoate). Isolated yield 93.9%. RXN SMILES: C([O:8][C:9]1[CH:30]=[CH:29][C:12]([O:13][CH2:14][CH2:15][CH2:16][CH2:17][CH2:18][CH2:19][CH2:20][CH2:21][CH2:22][CH2:23][C:24]([O:26][CH2:27][CH3:28])=[O:25])=[CH:11][CH:10]=1)C1C=CC=CC=1.O1CCOCC1.[H][H]>[C].[Pd].C(O)C>[OH:8][C:9]1[CH:10]=[CH:11][C:12]([O:13][CH2:14][CH2:15][CH2:16][CH2:17][CH2:18][CH2:19][CH2:20][CH2:21][CH2:22][CH2:23][C:24]([O:26][CH2:27][CH3:28])=[O:25])=[CH:29][CH:30]=1 |f:3.4|. Procedure details: In a 1000 ml pressure resistant flask equipped with a stirrer were charged 100.0 g of ethyl 11-(p-benzyloxyphenoxy)undecanoate synthesized in Synthetic example 1, 3.0 g of a 10% palladium-carbon, 400 ml of 1,4-dioxane and 200 ml of ethanol, and the mixture was heated to 60° C. and under pressurized conditions of an inner vessel pressure at 2.5 kgf/cm2, a hydrogen gas was passed through and the mixture was vigorously stirred for 3 hours. Insolubles were removed by filtration, and the filtrate was... The reactants are CO, COC(=O)C=Cc1ccc(OC)c(OC)c1, Cl, Cl, [K+], NO, [OH-]. Product: COc1ccc(C=CC(=O)NO)cc1OC. RXN SMILES: [CH3:23][OH:24].[CH3:6][O:7][c:8]1[cH:9][c:10]([CH:11]=[CH:12][C:13](=[O:14])[O:15][CH3:16])[cH:17][cH:18][c:19]1[O:20][CH3:21].[ClH:1].[ClH:22].[K+:5].[NH2:2][OH:3].[OH-:4]>>[NH:2]([OH:3])[C:13]([CH:12]=[CH:11][c:10]1[cH:9][c:8]([O:7][CH3:6])[c:19]([O:20][CH3:21])[cH:18][cH:17]1)=[O:14].